Dataset: the Open Reaction Database (ORD), a public repository of structured organic reaction records. Task: describe an organic reaction: reactants, conditions, products, and yield Starting materials: CC(C)(C)OC(=O)C(CNC(=O)c1ccc(CCC(=O)NC2=NCCCN2)cc1)NS(=O)(=O)c1cccc2cccnc12, ClCCl, O=C(O)C(F)(F)F. Yields the product O=C(CCc1ccc(C(=O)NCC(NS(=O)(=O)c2cccc3cccnc23)C(=O)O)cc1)NC1=NCCCN1. As a reaction SMILES: [C:1]([CH3:2])([CH3:3])([CH3:4])[O:5][C:6]([CH:7]([CH2:8][NH:9][C:10]([c:11]1[cH:12][cH:13][c:14]([CH2:17][CH2:18][C:19]([NH:20][C:21]2=[N:26][CH2:25][CH2:24][CH2:23][NH:22]2)=[O:27])[cH:15][cH:16]1)=[O:28])[NH:29][S:30](=[O:31])(=[O:32])[c:33]1[cH:34][cH:35][cH:36][c:37]2[cH:38][cH:39][cH:40][n:41][c:42]12)=[O:43].[Cl:51][CH2:52][Cl:53].[OH:44][C:45]([C:46]([F:47])([F:48])[F:49])=[O:50]>>[O:5]=[C:6]([CH:7]([CH2:8][NH:9][C:10]([c:11]1[cH:12][cH:13][c:14]([CH2:17][CH2:18][C:19]([NH:20][C:21]2=[N:26][CH2:25][CH2:24][CH2:23][NH:22]2)=[O:27])[cH:15][cH:16]1)=[O:28])[NH:29][S:30](=[O:31])(=[O:32])[c:33]1[cH:34][cH:35][cH:36][c:37]2[cH:38][cH:39][cH:40][n:41][c:42]12)[OH:43]. Reactants: OCCCC1=CC2=C(CCO2)C=C1OCC1=CC=CC=C1 (2,3-dihydro-6-(3-hydroxypropyl)-5-benzyloxy benzofuran), C1(=CC=C(C=C1)S(=O)(=O)Cl)C (p-toluenesulfonyl chloride), Cl (HCl), ice water. The solvent is N1=CC=CC=C1 (pyridine). Conditions: time 1 hour. Yields the product S(=O)(=O)(O)C1=CC=C(C)C=C1.OCCCC1=CC2=C(CCO2)C=C1OCC1=CC=CC=C1 (2,3-dihydro-6-(3-hydroxypropyl)-5-benzyloxybenzofuran tosylate). Reaction SMILES: [OH:1][CH2:2][CH2:3][CH2:4][C:5]1[C:13]([O:14][CH2:15][C:16]2[CH:21]=[CH:20][CH:19]=[CH:18][CH:17]=2)=[CH:12][C:8]2[CH2:9][CH2:10][O:11][C:7]=2[CH:6]=1.[C:22]1([CH3:32])[CH:27]=[CH:26][C:25]([S:28](Cl)(=[O:30])=[O:29])=[CH:24][CH:23]=1.Cl>N1C=CC=CC=1>[S:28]([C:25]1[CH:26]=[CH:27][C:22]([CH3:32])=[CH:23][CH:24]=1)([OH:1])(=[O:30])=[O:29].[OH:1][CH2:2][CH2:3][CH2:4][C:5]1[C:13]([O:14][CH2:15][C:16]2[CH:21]=[CH:20][CH:19]=[CH:18][CH:17]=2)=[CH:12][C:8]2[CH2:9][CH2:10][O:11][C:7]=2[CH:6]=1 |f:4.5|. Reported procedure: To a 0° C. solution of 7 (1.16 g, 4.07 mmol) in dry pyridine (3 mL) was added p-toluenesulfonyl chloride (0.707 g, 2.72 mmol) and the mixture allowed to warm to room temperature and stir for 1 hour. The reaction mixture was poured into ice water (25 mL) and acidified with 2N HCl. The resulting precipitate was collected by filtration, washed with water (2×5 ML), and vacuum dried to give 8a. 2,3-Dihydro-4-(3-hydroxypropyl)-5-benzyloxybenzofuran tosylate (8b) can be produced in similar fashion Reactants: C(C1=CC=CC=C1)NC(=O)NC=1C(=NOC1C1=CC=C(C=C1)Br)C (1-benzyl-3-[5-(4-bromo-phenyl)-3-methyl-isoxazol-4-yl]-urea), C(=O)(O)C=1C=C(C=CC1)B(O)O (3-carboxyphenylboronic acid). Product: C(C1=CC=CC=C1)NC(NC=1C(=NOC1C1=CC=C(C=C1)C1=CC(=CC=C1)C(=O)O)C)=O (4′-[4-(3-Benzyl-ureido)-3-methyl-isoxazol-5-yl]-biphenyl-3-carboxylic acid). RXN SMILES: [CH2:1]([NH:8][C:9]([NH:11][C:12]1[C:13]([CH3:24])=[N:14][O:15][C:16]=1[C:17]1[CH:22]=[CH:21][C:20](Br)=[CH:19][CH:18]=1)=[O:10])[C:2]1[CH:7]=[CH:6][CH:5]=[CH:4][CH:3]=1.[C:25]([C:28]1[CH:29]=[C:30](B(O)O)[CH:31]=[CH:32][CH:33]=1)([OH:27])=[O:26]>>[CH2:1]([NH:8][C:9](=[O:10])[NH:11][C:12]1[C:13]([CH3:24])=[N:14][O:15][C:16]=1[C:17]1[CH:22]=[CH:21][C:20]([C:32]2[CH:31]=[CH:30][CH:29]=[C:28]([C:25]([OH:27])=[O:26])[CH:33]=2)=[CH:19][CH:18]=1)[C:2]1[CH:7]=[CH:6][CH:5]=[CH:4][CH:3]=1. Procedure details: Prepared according to the procedure described in Example 1, Step 7, using 1-benzyl-3-[5-(4-bromo-phenyl)-3-methyl-isoxazol-4-yl]-urea and 3-carboxyphenylboronic acid. Starting materials: C(CC)N1C(=O)N(C(=O)C(=C1N)N)CCC (1,3-dipropyl-5,6-diaminouracil), crude product, C12(CC3CC(CC(C1)C3)C2)CC(=O)O (1-adamantaneacetic acid), C(C)N=C=NCCCN(C)C (1-ethyl-3-(3-dimethylaminopropyl)carbodiimide). The product is NC1=C(C(N(C(N1CCC)=O)CCC)=O)NC(CC12CC3CC(CC(C1)C3)C2)=O (6-amino-5-(adamantan-1-yl)acetylamino-1,3-dipropyluracil). The yield is 112.8%. As a reaction SMILES: [CH2:1]([N:4]1[C:11]([NH2:12])=[C:10]([NH2:13])[C:8](=[O:9])[N:7]([CH2:14][CH2:15][CH3:16])[C:5]1=[O:6])[CH2:2][CH3:3].[C:17]12([CH2:27][C:28](O)=[O:29])[CH2:26][CH:21]3[CH2:22][CH:23]([CH2:25][CH:19]([CH2:20]3)[CH2:18]1)[CH2:24]2.C(N=C=NCCCN(C)C)C>>[NH2:12][C:11]1[N:4]([CH2:1][CH2:2][CH3:3])[C:5](=[O:6])[N:7]([CH2:14][CH2:15][CH3:16])[C:8](=[O:9])[C:10]=1[NH:13][C:28](=[O:29])[CH2:27][C:17]12[CH2:26][CH:21]3[CH2:20][CH:19]([CH2:25][CH:23]([CH2:22]3)[CH2:24]1)[CH2:18]2. Procedure: At first 2.00 g (8.85 mmol) of 1,3-dipropyl-5,6-diaminouracil and 2.06 g (10.6 mmol) of 1-adamantaneacetic acid were condensed according to the procedure of Example 1 using 1-ethyl-3-(3-dimethylaminopropyl)carbodiimide to afford 4.02 g (yield: 100%) of amorphous 6-amino-5-(adamantan-1-yl)acetylamino-1,3-dipropyluracil as a crude product.